Task: describe an organic reaction: reactants, conditions, products, and yield. Dataset: the Open Reaction Database (ORD), a public repository of structured organic reaction records The reactants are ClC1=C(C=CC(=O)O)C=CC(=C1)F (2-chloro-4-fluorocinnamic acid), [H][H] (hydrogen). The reagents and catalysts are O.[Pt]=O (platinum oxide hydrate). The solvent is C(C)O (ethanol). The product is ClC1=C(C=CC(=C1)F)CCC(=O)O (3-(2-chloro-4-fluorophenyl)propanoic acid). The yield is 101.4%. Reaction SMILES: [Cl:1][C:2]1[CH:12]=[C:11]([F:13])[CH:10]=[CH:9][C:3]=1[CH:4]=[CH:5][C:6]([OH:8])=[O:7].[H][H]>C(O)C.O.[Pt]=O>[Cl:1][C:2]1[CH:12]=[C:11]([F:13])[CH:10]=[CH:9][C:3]=1[CH2:4][CH2:5][C:6]([OH:8])=[O:7] |f:3.4|. Procedure details: A mixture of 2-chloro-4-fluorocinnamic acid (22.9 g, 0.11 mol) and platinum oxide hydrate (0.5 g, EM Scientific) in 95% ethanol (140 ml) was placed on a Parr hydrogenation apparatus. After the appropriate amount of hydrogen was taken up, the catalyst was filtered and the mixture was concentrated in vacuo to give 22.6 g (98%) of 3-(2-chloro-4-fluorophenyl)propanoic acid as a purple solid. This material was used without further purification. Starting materials: CCOC(=O)CN(C(=O)C(C)NC(=O)OCc1ccccc1)c1ccsc1, [K+], [OH-]. The product is CC(NC(=O)OCc1ccccc1)C(=O)N(CC(=O)O)c1ccsc1. RXN SMILES: [C:1](=[O:2])([O:3][CH2:4][c:5]1[cH:6][cH:7][cH:8][cH:9][cH:10]1)[NH:11][CH:12]([CH3:13])[C:14](=[O:15])[N:16]([CH2:17][C:18](=[O:19])[O:20][CH2:21][CH3:22])[c:23]1[cH:24][s:25][cH:26][cH:27]1.[K+:29].[OH-:28]>>[C:1](=[O:2])([O:3][CH2:4][c:5]1[cH:6][cH:7][cH:8][cH:9][cH:10]1)[NH:11][CH:12]([CH3:13])[C:14](=[O:15])[N:16]([CH2:17][C:18](=[O:19])[OH:20])[c:23]1[cH:24][s:25][cH:26][cH:27]1. Reactants: [OH-].[Na+] (NaOH), SCC(=O)NC1=CC=C(C(=O)O)C=C1 (4-mercaptoacetylaminobenzoic acid), C(=O)([O-])[O-].[K+].[K+] (potash), C(C)I (ethyl iodide). The solvent is O (water), O1CCCC1 (tetrahydrofuran), O1CCCC1 (tetrahydrofuran). Conditions: time 8 hour. Yields the product C(C)SCC(=O)NC1=CC=C(C(=O)O)C=C1 (4-ethylmercaptoacetylaminobenzoic acid). Reaction SMILES: [SH:1][CH2:2][C:3]([NH:5][C:6]1[CH:14]=[CH:13][C:9]([C:10]([OH:12])=[O:11])=[CH:8][CH:7]=1)=[O:4].C([O-])([O-])=O.[K+].[K+].[CH2:21](I)[CH3:22].[OH-].[Na+]>O1CCCC1.O>[CH2:21]([S:1][CH2:2][C:3]([NH:5][C:6]1[CH:14]=[CH:13][C:9]([C:10]([OH:12])=[O:11])=[CH:8][CH:7]=1)=[O:4])[CH3:22] |f:1.2.3,5.6|. Reported procedure: 15 g of 4-mercaptoacetylaminobenzoic acid are dissolved in 450 ml of tetrahydrofuran, and 39.2 g of potash and 17.24 ml of ethyl iodide in 50 ml of tetrahydrofuran are added thereto. The mixture is stirred overnight and 200 ml of water and a small amount of 2N NaOH are added thereto. The cloudy solution is filtered, and the filtrate is acidified with concentrated HCl. The yellow crystals are filtered off with suction and recrystallised from isopropanol, yielding 4-ethylmercaptoacetylaminobenzoic... Procedure: When, for example, 4-bromo-1,1,2-trifluoro-1-butene and ammonium thiocyanate are used, 3,4,4-trifluoro-3-butenyl thiocyanate is obtained which is then reacted with H2S to give 3,4,4-trifluoro-3-butenyl dithiocarbamate. Further reaction of 3,4,4-trifluoro-3-butenyl dithiocarbamate with chloroacetaldehyde then provides 2-[(3,4,4-trifluoro-3-butenyl)sulphanyl]-1,3-thiazole. This reaction sequence may be schematically represented as follows: The reactants are BrCCC(=C(F)F)F (4-bromo-1,1,2-trifluoro-1-butene), [S-]C#N.[NH4+] (ammonium thiocyanate). Product: FC(CCSC#N)=C(F)F (3,4,4-trifluoro-3-butenyl thiocyanate). RXN SMILES: Br[CH2:2][CH2:3][C:4]([F:8])=[C:5]([F:7])[F:6].[S-:9][C:10]#[N:11].[NH4+]>>[F:8][C:4](=[C:5]([F:7])[F:6])[CH2:3][CH2:2][S:9][C:10]#[N:11] |f:1.2|.